From a dataset of the Open Reaction Database (ORD), a public repository of structured organic reaction records. describe an organic reaction: reactants, conditions, products, and yield As a reaction SMILES: [CH2:1]([C:4]1[C:9](=[O:10])[C:8]([CH3:11])=[C:7]([C:12]([CH3:18])([CH3:17])[CH2:13][C:14]([OH:16])=[O:15])[C:6](=[O:19])[C:5]=1[CH3:20])[CH:2]=[CH2:3].[Cl:21][CH2:22][CH2:23][N:24]([CH2:32][CH2:33][Cl:34])[C:25]1[CH:30]=[CH:29][C:28](O)=[CH:27][CH:26]=1>>[CH2:1]([C:4]1[C:9](=[O:10])[C:8]([CH3:11])=[C:7]([C:12]([CH3:18])([CH3:17])[CH2:13][C:14]([O:16][C:28]2[CH:27]=[CH:26][C:25]([N:24]([CH2:23][CH2:22][Cl:21])[CH2:32][CH2:33][Cl:34])=[CH:30][CH:29]=2)=[O:15])[C:6](=[O:19])[C:5]=1[CH3:20])[CH:2]=[CH2:3]. The reactants are C(C=C)C1=C(C(C(=C(C1=O)C)C(CC(=O)O)(C)C)=O)C (3-(3-allyl-2,5-dimethyl-1,4-benzoquinonyl)-3-methylbutyric acid), ClCCN(C1=CC=C(C=C1)O)CCCl (4-[bis(2-chloroethyl)amino]phenol). Yields the product C(C=C)C1=C(C(C(=C(C1=O)C)C(CC(=O)OC1=CC=C(C=C1)N(CCCl)CCCl)(C)C)=O)C (4-[bis(2-chloroethyl)amino]phenyl 3-(3-allyl-2,5-dimethyl-1,4-benzoquinonyl)-3-methylbutyrate). Reported procedure: Using an analogous procedure to that described in Example 5, 3-(3-allyl-2,5-dimethyl-1,4-benzoquinonyl)-3-methylbutyric acid was reacted with 4-[bis(2-chloroethyl)amino]phenol to give 4-[bis(2-chloroethyl)amino]phenyl 3-(3-allyl-2,5-dimethyl-1,4-benzoquinonyl)-3-methylbutyrate as an oil in 26% yield; NMR Spectrum: (CDCl3) 1.52 (s, 6H), 1.96 (s, 3H), 2.17 (s, 3H), 3.15 (d, 2H), 3.2 (s, 2H), 3.56-3.72 (m, 8H), 4.99 (m, 2H), 5.72 (m, 1H), 6.58-6.88 (m, 4H); Mass Spectrum: (M+H+) 496,494,492. Yield: 26.0%. Starting materials: COCC1=NN=C(N1CC1=CC=C(C=C1)C1=C(C=CC=C1)C#N)CCC (3-methoxymethyl-5-propyl-4-[(2'-cyanobiphenyl-4-yl)methyl]-1,2,4-triazole), [N-]=[N+]=[N-].[Na+] (sodium azide), [Cl-].[NH4+] (ammonium chloride), [N-]=[N+]=[N-].[Na+] (NaN3), [Cl-].[NH4+] (NH4Cl). Solvent: CN(C)C=O (DMF). Run at time 2 day. Yields the product COCC1=NN=C(N1CC1=CC=C(C=C1)C1=C(C=CC=C1)C1=NN=NN1)CCC (3-Methoxymethyl-5-propyl-4-[(2'-(1H-tetrazol-5-yl)biphenyl-4-yl)methyl]-1,2,4-triazole). The yield is 20.8%. RXN SMILES: [CH3:1][O:2][CH2:3][C:4]1[N:8]([CH2:9][C:10]2[CH:15]=[CH:14][C:13]([C:16]3[CH:21]=[CH:20][CH:19]=[CH:18][C:17]=3[C:22]#[N:23])=[CH:12][CH:11]=2)[C:7]([CH2:24][CH2:25][CH3:26])=[N:6][N:5]=1.[N-:27]=[N+:28]=[N-:29].[Na+].[Cl-].[NH4+]>CN(C=O)C>[CH3:1][O:2][CH2:3][C:4]1[N:8]([CH2:9][C:10]2[CH:15]=[CH:14][C:13]([C:16]3[CH:21]=[CH:20][CH:19]=[CH:18][C:17]=3[C:22]3[NH:29][N:28]=[N:27][N:23]=3)=[CH:12][CH:11]=2)[C:7]([CH2:24][CH2:25][CH3:26])=[N:6][N:5]=1 |f:1.2,3.4|. Reported procedure: To a solution of 3-methoxymethyl-5-propyl-4-[(2'-cyanobiphenyl-4-yl)methyl]-1,2,4-triazole (1.5 g, 4.33 mmol) in DMF (35 ml) was added sodium azide (NaN3, 0.84 g, 13 mmol) and ammonium chloride (NH4Cl, 0.69 g, 13 mmol). The mixture was stirred at 100° C. for four days whereupon an additional 0.3 g NaN3 and 0.23 g NH4Cl were added. Stirring was continued 2 days further at 100° C. The solvent was removed (rotary evaporation) and the residue was partitioned between ethyl acetate and water (100 ml e... Reactants: [BH3-]C#N, CCO, CC(=O)O, CCOC(C)=O, Cc1nc2n(c(=O)c1C=CN1CCC(c3noc4cc(F)ccc34)CC1)CCCC2, [Na+]. The product is Cc1nc2n(c(=O)c1CCN1CCC(c3noc4cc(F)ccc34)CC1)CCCC2. RXN SMILES: [C:31]([BH3-:32])#[N:33].[CH3:35][CH2:36][OH:37].[CH3:38][C:39](=[O:40])[OH:41].[CH3:42][CH2:43][O:44][C:45](=[O:46])[CH3:47].[F:1][c:2]1[cH:3][c:4]2[c:5]([c:6]([CH:9]3[CH2:10][CH2:11][N:12]([CH:15]=[CH:16][c:17]4[c:18]([CH3:28])[n:19][c:20]5[n:21]([c:22]4=[O:23])[CH2:24][CH2:25][CH2:26][CH2:27]5)[CH2:13][CH2:14]3)[n:7][o:8]2)[cH:29][cH:30]1.[Na+:34]>>[F:1][c:2]1[cH:3][c:4]2[c:5]([c:6]([CH:9]3[CH2:10][CH2:11][N:12]([CH2:15][CH2:16][c:17]4[c:18]([CH3:28])[n:19][c:20]5[n:21]([c:22]4=[O:23])[CH2:24][CH2:25][CH2:26][CH2:27]5)[CH2:13][CH2:14]3)[n:7][o:8]2)[cH:29][cH:30]1. Reactants: N([C@@H](CC1=CC=CC=C1)C(=O)ON1C(=O)CCC1=O)C(=O)OCC1=CC=CC=C1 (ZPheOSu), N[C@@H](CNC(=O)OC(C)(C)C)C(=O)O (HLDap(Boc)OH). The product is N([C@@H](CC1=CC=CC=C1)C(=O)N[C@@H](CNC(=O)OC(C)(C)C)C(=O)O)C(=O)OCC1=CC=CC=C1 (ZPhe-LDap(Boc)OH). The yield is 64.0%. Reaction SMILES: [NH:1]([C:20]([O:22][CH2:23][C:24]1[CH:29]=[CH:28][CH:27]=[CH:26][CH:25]=1)=[O:21])[C@H:2]([C:10]([O:12]N1C(=O)CCC1=O)=O)[CH2:3][C:4]1[CH:9]=[CH:8][CH:7]=[CH:6][CH:5]=1.[NH2:30][C@H:31]([C:41]([OH:43])=[O:42])[CH2:32][NH:33][C:34]([O:36][C:37]([CH3:40])([CH3:39])[CH3:38])=[O:35]>>[NH:1]([C:20]([O:22][CH2:23][C:24]1[CH:25]=[CH:26][CH:27]=[CH:28][CH:29]=1)=[O:21])[C@H:2]([C:10]([NH:30][C@H:31]([C:41]([OH:43])=[O:42])[CH2:32][NH:33][C:34]([O:36][C:37]([CH3:40])([CH3:38])[CH3:39])=[O:35])=[O:12])[CH2:3][C:4]1[CH:5]=[CH:6][CH:7]=[CH:8][CH:9]=1. Procedure details: Condensation of ZPheOSu (6.96 g.) and HLDap(Boc)OH (6.0 g.) by the salt coupling method gave ZPhe-LDap(Boc)OH in 64% yield. Condensation of ZPhe-LDap(Boc)OH (4.85 g.) and HLeuOMe (2.73 g.) by the mixed anhydride method using diphenylphosphinic chloride gave ZPhe-LDap(Boc)-LeuOMe in 69% yield. Debenzyloxycarbonylation of ZPhe-LDap(Boc)-LeuOMe (4.15 g.) by hydrogenation with palladium catalyst gave HPhe-LDap(Boc)-LeuOMe in 100% yield. Condensation of BocPro-PheOH (1.09 g.) and HPhe-LDap(Boc)-LeuOM...